Dataset: the Open Reaction Database (ORD), a public repository of structured organic reaction records. Task: describe an organic reaction: reactants, conditions, products, and yield Reaction SMILES: [Li+].CC([N-]C(C)C)C.[CH3:9][CH:10]1[CH2:18][C:17]2[C:12](=[CH:13][CH:14]=[CH:15][CH:16]=2)[C:11]1=[O:19].[CH3:20][S:21][C:22]1[CH:29]=[CH:28][C:25]([CH2:26]Cl)=[CH:24][CH:23]=1>C1COCC1>[CH3:9][CH:10]1[CH:18]([CH2:26][C:25]2[CH:28]=[CH:29][C:22]([S:21][CH3:20])=[CH:23][CH:24]=2)[C:17]2[C:12](=[CH:13][CH:14]=[CH:15][CH:16]=2)[C:11]1=[O:19] |f:0.1|. Procedure details: To a cooled solution (−70° C.) of LDA (1 M) in THF (37 mL) was added dropwise a solution of 2-methyl-1-indanone (J.A.C.S. Vol. 98, 8119-8124 (1976)) (2.5 g, 17 mmol) in THF (20 mL). The resulting dark red solution was stirred at room temperature for 3 hours, then cooled to −20° C. and a solution for 4-methylthiobenzyl chloride (3.1 g, 18 mmol) in THF (15 mL) was added slowly. The addition completed, the reaction mixture was stirred at −20° C. for 30 minutes before being quenched with 3N aqueous ... Reactants: CSC1=CC=C(CCl)C=C1 (4-methylthiobenzyl chloride), [Li+].CC(C)[N-]C(C)C (LDA), CC1C(C2=CC=CC=C2C1)=O (2-methyl-1-indanone). The product is CC1C(C2=CC=CC=C2C1CC1=CC=C(C=C1)SC)=O (2-Methyl-3-(4-methylthiobenzyl)-1-indanone). Run in C1CCOC1 (THF), C1CCOC1 (THF), C1CCOC1 (THF). Run at time 3 hour. As a reaction SMILES: CS[C:3]([NH:8][CH2:9][CH2:10][S:11][CH2:12][C:13]1[C:18]([O:19][CH3:20])=[CH:17][CH:16]=[CH:15][N:14]=1)=[CH:4][N+:5]([O-:7])=[O:6].[CH3:21][NH2:22]>C(O)C>[CH3:21][NH:22][C:3]([NH:8][CH2:9][CH2:10][S:11][CH2:12][C:13]1[C:18]([O:19][CH3:20])=[CH:17][CH:16]=[CH:15][N:14]=1)=[CH:4][N+:5]([O-:7])=[O:6]. Procedure: 1-Methylthio-1-[2-((3-methoxy-2-pyridyl)methylthio)ethylamino]-2-nitroethylene (1.4 g) was stirred with a solution of methylamine in ethanol (25 ml, 33% solution) and dissolved within a minute. After a further 3 minutes a crystalline product separated and recrystallisation from ethanol/ether yielded the title product (1.1 g), m.p. 145.5°-147°. The reactants are CSC(=C[N+](=O)[O-])NCCSCC1=NC=CC=C1OC (1-Methylthio-1-[2-((3-methoxy-2-pyridyl)methylthio)ethylamino]-2-nitroethylene), CN (methylamine). Run in C(C)O (ethanol). Yields the product CNC(=C[N+](=O)[O-])NCCSCC1=NC=CC=C1OC (1-Methylamino-1-[2-((3-methoxy-2-pyridyl)methylthio)ethylamino]-2-nitroethylene). Reactants: COC(C(=O)OCC)C1=C2C=CC=NC2=CC=C1 (ethyl 2-methoxy-2-(quinolin-5-yl)acetate), O.NN (hydrazine hydrate), ice water. Solvent: C(C)O (ethanol). Conditions: temperature 85 celsius. The product is COC(C(=O)NN)C1=C2C=CC=NC2=CC=C1 (2-methoxy-2-(quinolin-5-yl)acetohydrazide). The yield is 76.7%. RXN SMILES: [CH3:1][O:2][CH:3]([C:9]1[CH:18]=[CH:17][CH:16]=[C:15]2[C:10]=1[CH:11]=[CH:12][CH:13]=[N:14]2)[C:4](OCC)=[O:5].O.[NH2:20][NH2:21]>C(O)C>[CH3:1][O:2][CH:3]([C:9]1[CH:18]=[CH:17][CH:16]=[C:15]2[C:10]=1[CH:11]=[CH:12][CH:13]=[N:14]2)[C:4]([NH:20][NH2:21])=[O:5] |f:1.2|. Procedure: To a solution of ethyl 2-methoxy-2-(quinolin-5-yl)acetate (0.9 g, 3.67 mmol) in absolute ethanol (25 mL) was added hydrazine hydrate (1.0 mL, 20.5 mmol) and the mixture was heated at 85° C. for 18.5 hours. After cooling to room temperature, the mixture was poured into ice-water (˜150 mL) then concentrated in vacuo. The residue was taken up in EtOAc, washed with diluted brine once, water twice then brine. The organics were dried over Na2SO4 and concentrated in vacuo to give 2-methoxy-2-(quinolin-... Starting materials: C1CCC(CC1)N=C=NC2CCCCC2 (DCC), N([C@@H](CC1=CC=CC=C1)C(=O)O)C(=O)OCC1=CC=CC=C1 (Z-(L)-Phe-OH), N1CCOCC1 (morpholine). The solvent is C(Cl)Cl (methylene chloride), C(Cl)Cl (methylene chloride). Reaction conditions: temperature 0 celsius, time 20 minute. Yields the product N([C@@H](CC1=CC=CC=C1)C(=O)O)C(=O)OCC1=CC=CC=C1.N1(CCOCC1)[NH-] (Z-(L)-Phe morpholin-4-ylamide). RXN SMILES: [NH:1]([C:13]([O:15][CH2:16][C:17]1[CH:22]=[CH:21][CH:20]=[CH:19][CH:18]=1)=[O:14])[C@H:2]([C:10]([OH:12])=[O:11])[CH2:3][C:4]1[CH:9]=[CH:8][CH:7]=[CH:6][CH:5]=1.C1CCC([N:29]=C=NC2CCCCC2)CC1.[NH:38]1[CH2:43][CH2:42][O:41][CH2:40][CH2:39]1>C(Cl)Cl>[NH:1]([C:13]([O:15][CH2:16][C:17]1[CH:22]=[CH:21][CH:20]=[CH:19][CH:18]=1)=[O:14])[C@H:2]([C:10]([OH:12])=[O:11])[CH2:3][C:4]1[CH:5]=[CH:6][CH:7]=[CH:8][CH:9]=1.[N:38]1([NH-:29])[CH2:43][CH2:42][O:41][CH2:40][CH2:39]1 |f:4.5|. Procedure details: A solution of 4.49 g of Z-(L)-Phe-OH in 190 ml of methylene chloride is cooled to 0° C. and 3.09 g of DCC are added. After stirring for 20 minutes at 0° C., a solution of 1.31 ml of morpholine in 10 ml of methylene chloride is added dropwise thereto over a period of 15 minutes. The reaction mixture is stirred for a further 24 hours at room temperature and, after the precipitated dicyclohexylurea has been filtered off, is washed in succession with methylene chloride, aqueous sodium hydrogen carbo... The reactants are CC(=O)O, C1CCOC1, O=Cc1ccc(-c2ccccc2)cc1F, CNC(=O)c1nc(-c2cccc(CN)c2)cnc1N, [Na+], O=C([O-])O. The product is CNC(=O)c1nc(-c2cccc(CNCc3ccc(-c4ccccc4)cc3F)c2)cnc1N. RXN SMILES: [C:35]([OH:36])(=[O:37])[CH3:38].[CH2:44]1[O:45][CH2:46][CH2:47][CH2:48]1.[F:1][c:2]1[cH:3][c:4](-[c:10]2[cH:11][cH:12][cH:13][cH:14][cH:15]2)[cH:5][cH:6][c:7]1[CH:8]=[O:9].[NH2:16][c:17]1[c:18]([C:31](=[O:32])[NH:33][CH3:34])[n:19][c:20](-[c:23]2[cH:24][c:25]([CH2:29][NH2:30])[cH:26][cH:27][cH:28]2)[cH:21][n:22]1.[Na+:43].[O-:39][C:40]([OH:41])=[O:42]>>[F:1][c:2]1[cH:3][c:4](-[c:10]2[cH:11][cH:12][cH:13][cH:14][cH:15]2)[cH:5][cH:6][c:7]1[CH2:8][NH:30][CH2:29][c:25]1[cH:24][c:23](-[c:20]2[n:19][c:18]([C:31](=[O:32])[NH:33][CH3:34])[c:17]([NH2:16])[n:22][cH:21]2)[cH:28][cH:27][cH:26]1. Reaction conditions: time 3 hour. The product is O1C(=NC2=C1C=CC=C2)N(C)CCOC2=CC=C(C=C2)CC(C(=O)OCC)F (Ethyl 3-[4-[2-[N-(2-benzoxazolyl)-N-methylamino]ethoxy]phenyl]-2-fluoropropanoate). Solvent: C(C)O (ethanol). The reagents and catalysts are [Pd] (Palladium-charcoal). The reactants are O1C(=NC2=C1C=CC=C2)N(C)CCOC2=CC=C(C=C2)/C=C(\C(=O)OCC)/F (ethyl (E)-3-[4-[2-[N-(2-benzoxazolyl)-N-methylamino]ethoxy]phenyl]-2-fluoropropenoate). RXN SMILES: [O:1]1[C:5]2[CH:6]=[CH:7][CH:8]=[CH:9][C:4]=2[N:3]=[C:2]1[N:10]([CH2:12][CH2:13][O:14][C:15]1[CH:20]=[CH:19][C:18](/[CH:21]=[C:22](/[F:28])\[C:23]([O:25][CH2:26][CH3:27])=[O:24])=[CH:17][CH:16]=1)[CH3:11]>C(O)C.[Pd]>[O:1]1[C:5]2[CH:6]=[CH:7][CH:8]=[CH:9][C:4]=2[N:3]=[C:2]1[N:10]([CH2:12][CH2:13][O:14][C:15]1[CH:20]=[CH:19][C:18]([CH2:21][CH:22]([F:28])[C:23]([O:25][CH2:26][CH3:27])=[O:24])=[CH:17][CH:16]=1)[CH3:11]. Procedure: A solution of ethyl (E)-3-[4-[2-[N-(2-benzoxazolyl)-N-methylamino]ethoxy]phenyl]-2-fluoropropenoate (3.79 g) in ethanol (80 mL) was hydrogenated over 10% Palladium-charcoal (0.74 g) at room temperature and pressure for 3 hrs. The mixture was filtered, concentrated in vacuo and the residue chromatographed twice on silica gel, firstly with 10% ethyl acetate in dichloromethane and then with 25% ethyl acetate in hexane as eluents to afford a gum. Crystallisation from ethyl acetate-hexane afforded th...